This data is from the Open Reaction Database (ORD), a public repository of structured organic reaction records. The task is: describe an organic reaction: reactants, conditions, products, and yield Reactants: CCCCO, OC(CCCl)COc1ccccc1, [Na+], [Na+], O=C([O-])[O-], c1ccc(N2CCNCC2)cc1. Yields the product OC(CCN1CCN(c2ccccc2)CC1)COc1ccccc1. RXN SMILES: [CH2:32]([OH:33])[CH2:34][CH2:35][CH3:36].[Cl:13][CH2:14][CH2:15][CH:16]([CH2:17][O:18][c:19]1[cH:20][cH:21][cH:22][cH:23][cH:24]1)[OH:25].[Na+:26].[Na+:27].[O-:28][C:29](=[O:30])[O-:31].[c:1]1([N:7]2[CH2:8][CH2:9][NH:10][CH2:11][CH2:12]2)[cH:2][cH:3][cH:4][cH:5][cH:6]1>>[c:1]1([N:7]2[CH2:8][CH2:9][N:10]([CH2:14][CH2:15][CH:16]([CH2:17][O:18][c:19]3[cH:20][cH:21][cH:22][cH:23][cH:24]3)[OH:25])[CH2:11][CH2:12]2)[cH:2][cH:3][cH:4][cH:5][cH:6]1. Reactants: (1R/S,3R/S,6R/S)-ethyl 2-{[(4-fluorophenyl)sulfanyl]methyl}-5-methyl-cyclohexanecarboxylate, ( 1R/S,3S/R,6R/S ), FC1=CC=C(C=C1)SCC1C(CC(CC1)C)C(=O)OCC (ethyl 2-{[(4-fluorophenyl)sulfanyl]-methyl}-5-methylcyclohexanecarboxylate), [Li+].[OH-] (LiOH), COCCOC (DME), Cl (HCl). Solvent: C(C)O (ethanol). Conditions: temperature 70 celsius. Yields the product ( 1R/S,3S/R,6R/S ), FC1=CC=C(C=C1)SCC1C(CC(CC1)C)C(=O)O (2-{[(4-fluorophenyl)sulfanyl]methyl}-5-methylcyclohexanecarboxylic acid). As a reaction SMILES: [F:1][C:2]1[CH:7]=[CH:6][C:5]([S:8][CH2:9][CH:10]2[CH2:15][CH2:14][CH:13]([CH3:16])[CH2:12][CH:11]2[C:17]([O:19]CC)=[O:18])=[CH:4][CH:3]=1.[Li+].[OH-].COCCOC.Cl>C(O)C>[F:1][C:2]1[CH:7]=[CH:6][C:5]([S:8][CH2:9][CH:10]2[CH2:15][CH2:14][CH:13]([CH3:16])[CH2:12][CH:11]2[C:17]([OH:19])=[O:18])=[CH:4][CH:3]=1 |f:1.2|. Reported procedure: A solution of (1R/S,3R/S,6R/S)-ethyl 2-{[(4-fluorophenyl)sulfanyl]methyl}-5-methyl-cyclohexanecarboxylate and (1R/S,3S/R,6R/S)-ethyl 2-{[(4-fluorophenyl)sulfanyl]-methyl}-5-methylcyclohexanecarboxylate (1:1 mixture, 54 mg, 0.17 mmol) in a mixture of aqueous LiOH (2 M, 1.7 mL, 3.4 mmol), DME (1 mL) and ethanol (0.3 mL) was heated at 70° C. for 7 h. The solution was cooled to room temperature, acidified with aqueous 2 M HCl (0.5 mL) and extracted with ethyl acetate. The organic extracts were conce... The reactants are N1(CCCC1)C1=CC=C(C=C1)C(C#C)O (p-Pyrrolidinophenylpropargyl alcohol), C1(=CC=CC=C1)C (toluene), ClC1=CC=C(C2=CC=CC=C12)O (4-chloro-1-naphthol), C1(=CC=CC=C1)C (toluene). The product is ClC=1C=C2C=CC(OC2=C2C1C=CC=C2)(C2=CC=C(C=C2)N2CCCC2)C (6-Chloro-2-methyl-2-p-pyrrolidinophenylbenzochromene). Reaction SMILES: [N:1]1([C:6]2[CH:11]=[CH:10][C:9]([CH:12]([OH:15])[C:13]#[CH:14])=[CH:8][CH:7]=2)[CH2:5][CH2:4][CH2:3][CH2:2]1.[Cl:16][C:17]1[C:26]2[C:21](=[CH:22][CH:23]=[CH:24][CH:25]=2)[C:20](O)=[CH:19][CH:18]=1.[C:28]1(C)C=CC=CC=1>>[Cl:16][C:17]1[CH:18]=[C:19]2[C:20](=[C:21]3[CH:22]=[CH:23][CH:24]=[CH:25][C:26]=13)[O:15][C:12]([CH3:28])([C:9]1[CH:10]=[CH:11][C:6]([N:1]3[CH2:5][CH2:4][CH2:3][CH2:2]3)=[CH:7][CH:8]=1)[CH:13]=[CH:14]2. Procedure details: A solution of p-pyrrolidinophenylpropargyl alcohol (2C) (5 g) and 4-chloro-1-naphthol (5 g) in toluene (75 cm3) was passed down a column of acidic alumina (100 g), using toluene as eluant. The colourless but heliochromic fraction (which turned blue on exposure to light from a flashgun) was evaporated and the residual solid recrystallised from acetone. The first crop of pure near colourless crystals was the benzochromene (4D; R=Cl). Starting materials: N1(CCCC1)CCOC1=CC=C(C=C1)NC(=O)N ([4-(2-pyrrolidin-1-yl-ethoxy)-phenyl]-urea), N(=C=S)C1=CC=C(C=C1)N1CCN(CC1)C (1-(4-isothiocyanato-phenyl)-4-methyl-piperazine). The solvent is C(Cl)Cl.CO (CH2Cl2 MeOH). Conditions: time 17 hour. The product is CN1CCN(CC1)C1=CC=C(C=C1)NC(=S)N ([4-(4-Methyl-piperazin-1-yl)-phenyl]-thiourea). As a reaction SMILES: [N:1]1(CCOC2C=CC(NC(N)=O)=CC=2)CCCC1.[N:19]([C:22]1[CH:27]=[CH:26][C:25]([N:28]2[CH2:33][CH2:32][N:31]([CH3:34])[CH2:30][CH2:29]2)=[CH:24][CH:23]=1)=[C:20]=[S:21]>C(Cl)Cl.CO>[CH3:34][N:31]1[CH2:30][CH2:29][N:28]([C:25]2[CH:24]=[CH:23][C:22]([NH:19][C:20]([NH2:1])=[S:21])=[CH:27][CH:26]=2)[CH2:33][CH2:32]1 |f:2.3|. Reported procedure: The title compound is prepared as described in Example 1 for [4-(2-pyrrolidin-1-yl-ethoxy)-phenyl]-urea but using 1-(4-isothiocyanato-phenyl)-4-methyl-piperazine and stirring the reaction mixture at RT for 17 h. Title compound: ES-MS: 251.0 [M+H]+; major peak at tR=3.56 min (System 1); Rf=0.27 (CH2Cl2/MeOH, 80/20). RXN SMILES: C(O[C:6]([NH:8][C@H:9]1[CH2:14][CH2:13][C@@H:12]([C:15]([O:17][CH3:18])=[O:16])[CH2:11][C@H:10]1[NH:19][C:20]([C:22]1[S:23][C:24]2[CH2:25][N:26]([CH3:31])[CH2:27][CH2:28][C:29]=2[N:30]=1)=[O:21])=[O:7])(C)(C)C.[ClH:32].[F:33][C:34]1[CH:35]=[C:36]2[C:40](=[CH:41][CH:42]=1)[NH:39][C:38](C(O)=O)=[CH:37]2>O1CCOCC1>[ClH:32].[F:33][C:34]1[CH:35]=[C:36]2[C:40](=[CH:41][CH:42]=1)[NH:39][C:38]([C:6]([NH:8][C@H:9]1[CH2:14][CH2:13][C@@H:12]([C:15]([O:17][CH3:18])=[O:16])[CH2:11][C@H:10]1[NH:19][C:20]([C:22]1[S:23][C:24]3[CH2:25][N:26]([CH3:31])[CH2:27][CH2:28][C:29]=3[N:30]=1)=[O:21])=[O:7])=[CH:37]2 |f:4.5|. The reactants are C(C)(C)(C)OC(=O)N[C@@H]1[C@@H](C[C@@H](CC1)C(=O)OC)NC(=O)C=1SC=2CN(CCC2N1)C ((1S,2R,4R)-N1-tert-Butoxycarbonyl-4-methoxycarbonyl-N2-[(5-methyl-4,5,6,7-tetrahydrothiazolo[5,4-c]pyridin-2-yl)carbonyl]-1,2-cyclohexanediamine), Cl (hydrochloric acid), FC=1C=C2C=C(NC2=CC1)C(=O)O (5-fluoroindole-2-carboxylic acid). The product is Cl.FC=1C=C2C=C(NC2=CC1)C(=O)N[C@@H]1[C@@H](C[C@@H](CC1)C(=O)OC)NC(=O)C=1SC=2CN(CCC2N1)C ((1S,2R,4R)-N1-[(5-Fluoroindol-2-yl)carbonyl]-4-methoxycarbonyl-N2-[(5-methyl-4,5,6,7-tetrahydrothiazolo[5,4-c]pyridin-2-yl)carbonyl]-1,2-cyclohexanediamine hydrochloride). Procedure details: (1S,2R,4R)-N1-tert-Butoxycarbonyl-4-methoxycarbonyl-N2-[(5-methyl-4,5,6,7-tetrahydrothiazolo[5,4-c]pyridin-2-yl)carbonyl]-1,2-cyclohexanediamine was treated with a 4N dioxane solution of hydrochloric acid and then condensed with 5-fluoroindole-2-carboxylic acid in a similar manner to Example 118 to obtain the title compound. Solvent: O1CCOCC1 (dioxane). Starting materials: ClC=1N=CN(C1CO)C ((4-chloro-1-methyl-1H-imidazol-5-yl)methanol), BrP(Br)Br (tribromophosphane). The solvent is C(Cl)(Cl)Cl (chloroform). Conditions: time 8 hour. The product is BrCC1=C(N=CN1C)Cl (5-(bromomethyl)-4-chloro-1-methyl-1H-imidazole). Reaction SMILES: [Cl:1][C:2]1[N:3]=[CH:4][N:5]([CH3:9])[C:6]=1[CH2:7]O.[Br:10]P(Br)Br>C(Cl)(Cl)Cl>[Br:10][CH2:7][C:6]1[N:5]([CH3:9])[CH:4]=[N:3][C:2]=1[Cl:1]. Procedure details: To the solution of (1-methyl-1H-imidazol-5-yl)methanol (1.14 g, 10 mmol) in dioxane (50 mL), in a 250 mL round bottom flask, was added 1-chloropyrrolidine-2,5-dione (1.38 g, 10 mmol). The resulting mixture was stirred at room temperature overnight. Dioxane was removed under vacuum to provide (4-chloro-1-methyl-1H-imidazol-5-yl)methanol. The crude (4-chloro-1-methyl-1H-imidazol-5-yl)methanol was dissolved in 40 mL of chloroform, followed by addition of tribromophosphane (1.9 mL, 20 mmol). The res...